From a dataset of the Open Reaction Database (ORD), a public repository of structured organic reaction records. describe an organic reaction: reactants, conditions, products, and yield Yields the product O=C(C=Cc1cnc(NC2CCCN(CCCc3ccccc3)C2)cn1)NOC1CCCCO1. RXN SMILES: [Cl:47][CH2:48][Cl:49].[O:28]1[CH:29]([O:34][NH2:35])[CH2:30][CH2:31][CH2:32][CH2:33]1.[OH2:46].[OH:36][n:37]1[c:38]2[c:39]([cH:40][cH:41][cH:42][cH:43]2)[n:44][n:45]1.[c:1]1([CH2:7][CH2:8][CH2:9][N:10]2[CH2:11][CH:12]([NH:16][c:17]3[n:18][cH:19][c:20]([CH:23]=[CH:24][C:25](=[O:26])[OH:27])[n:21][cH:22]3)[CH2:13][CH2:14][CH2:15]2)[cH:2][cH:3][cH:4][cH:5][cH:6]1>>[c:1]1([CH2:7][CH2:8][CH2:9][N:10]2[CH2:11][CH:12]([NH:16][c:17]3[n:18][cH:19][c:20]([CH:23]=[CH:24][C:25](=[O:27])[NH:35][O:34][CH:29]4[O:28][CH2:33][CH2:32][CH2:31][CH2:30]4)[n:21][cH:22]3)[CH2:13][CH2:14][CH2:15]2)[cH:2][cH:3][cH:4][cH:5][cH:6]1. Starting materials: ClCCl, NOC1CCCCO1, O, On1nnc2ccccc21, O=C(O)C=Cc1cnc(NC2CCCN(CCCc3ccccc3)C2)cn1. The reactants are Cc1cc(N)ncc1Br, CC(=O)O, O=C1CCC(=O)N1I, N, O, O=C(O)C(F)(F)F. Product: Cc1c(Br)cnc(N)c1I. As a reaction SMILES: [Br:1][c:2]1[c:3]([CH3:9])[cH:4][c:5]([NH2:8])[n:6][cH:7]1.[CH3:26][C:27](=[O:28])[OH:29].[I:10][N:11]1[C:12](=[O:13])[CH2:14][CH2:15][C:16]1=[O:17].[NH3:25].[OH2:30].[OH:18][C:19]([C:20]([F:21])([F:22])[F:23])=[O:24]>>[Br:1][c:2]1[c:3]([CH3:9])[c:4]([I:10])[c:5]([NH2:8])[n:6][cH:7]1. Starting materials: [Si](C)(C)(C(C)(C)C)OCC1(CC=2N(CCS1)C(=NN2)C2(CC2)C2=CC=C(C=C2)B2OC(C(O2)(C)C)(C)C)C (8-({[Tert-butyl(dimethyl)silyl]oxy}methyl)-8-methyl-3-{1-[4-(4,4,5,5-tetramethyl-1,3,2-dioxaborolan-2-yl)phenyl]cyclopropyl}-5,6,8,9-tetrahydro[1,2,4]triazolo[4,3-d][1,4]thiazepine), ClC1=NC=CC=C1F (2-chloro-3-fluoropyridine), C([O-])([O-])=O.[K+].[K+] (potassium carbonate), C(O)([O-])=O.[Na+] (sodium hydrogencarbonate). Reagents/catalysts: C=1C=CC(=CC1)[P](C=2C=CC=CC2)(C=3C=CC=CC3)[Pd]([P](C=4C=CC=CC4)(C=5C=CC=CC5)C=6C=CC=CC6)([P](C=7C=CC=CC7)(C=8C=CC=CC8)C=9C=CC=CC9)[P](C=1C=CC=CC1)(C=1C=CC=CC1)C=1C=CC=CC1 (tetrakis(triphenylphosphine)palladium(0)). Run in C(OC)COC (dimethoxyethane), O (water). Yields the product [Si](C)(C)(C(C)(C)C)OCC1(CC=2N(CCS1)C(=NN2)C2(CC2)C2=CC=C(C=C2)C2=NC=CC=C2F)C (8-({[Tert-butyl(dimethyl)silyl]oxy}methyl)-3-{1-[4-(3-fluoropyridin-2-yl)phenyl]cyclopropyl}-8-methyl-5,6,8,9-tetrahydro[1,2,4]triazolo[4,3-d][1,4]thiazepine). The yield is 68.4%. As a reaction SMILES: [Si:1]([O:8][CH2:9][C:10]1([CH3:38])[S:16][CH2:15][CH2:14][N:13]2[C:17]([C:20]3([C:23]4[CH:28]=[CH:27][C:26](B5OC(C)(C)C(C)(C)O5)=[CH:25][CH:24]=4)[CH2:22][CH2:21]3)=[N:18][N:19]=[C:12]2[CH2:11]1)([C:4]([CH3:7])([CH3:6])[CH3:5])([CH3:3])[CH3:2].Cl[C:40]1[C:45]([F:46])=[CH:44][CH:43]=[CH:42][N:41]=1.C(=O)([O-])[O-].[K+].[K+].C(=O)([O-])O.[Na+]>C(COC)OC.O.C1C=CC([P]([Pd]([P](C2C=CC=CC=2)(C2C=CC=CC=2)C2C=CC=CC=2)([P](C2C=CC=CC=2)(C2C=CC=CC=2)C2C=CC=CC=2)[P](C2C=CC=CC=2)(C2C=CC=CC=2)C2C=CC=CC=2)(C2C=CC=CC=2)C2C=CC=CC=2)=CC=1>[Si:1]([O:8][CH2:9][C:10]1([CH3:38])[S:16][CH2:15][CH2:14][N:13]2[C:17]([C:20]3([C:23]4[CH:24]=[CH:25][C:26]([C:40]5[C:45]([F:46])=[CH:44][CH:43]=[CH:42][N:41]=5)=[CH:27][CH:28]=4)[CH2:21][CH2:22]3)=[N:18][N:19]=[C:12]2[CH2:11]1)([C:4]([CH3:7])([CH3:6])[CH3:5])([CH3:3])[CH3:2] |f:2.3.4,5.6,^1:68,70,89,108|. Reported procedure: A solution of the compound (555 mg, 1.0 mmol) obtained in Example 16-5), 2-chloro-3-fluoropyridine (201 mg, 1.5 mmol), tetrakis(triphenylphosphine)palladium(0) (231 mg, 0.2 mmol), and potassium carbonate (276 mg, 2 mmol) in dimethoxyethane (4 mL) and water (1 mL) was stirred at 130° C. for 1.5 h under microwave irradiation. The reaction mixture was cooled to room temperature, saturated aqueous sodium hydrogencarbonate was added to the reaction mixture, the mixture was extracted with dichlorometh... The reactants are crude product, NC1=C(SC=C1)C(=O)OC (methyl 3-aminothiophene-2-carboxylate), N1=CC=CC=C1 (pyridine), BrC1=CC=C(C=C1)S(=O)(=O)Cl (4-bromobenzenesulfonyl chloride), [OH-].[Na+] (sodium hydroxide). The solvent is ClCCl (dichloromethane), ClCCl (dichloromethane), ClCCl (dichloromethane). Run at temperature 45 celsius. Yields the product BrC1=CC=C(C=C1)S(=O)(=O)NC1=C(SC=C1)C(=O)OC (Methyl 3-(4-bromophenylsulfonamido)thiophene-2-carboxylate). The yield is 70.8%. As a reaction SMILES: [NH2:1][C:2]1[CH:6]=[CH:5][S:4][C:3]=1[C:7]([O:9][CH3:10])=[O:8].N1C=CC=CC=1.[Br:17][C:18]1[CH:23]=[CH:22][C:21]([S:24](Cl)(=[O:26])=[O:25])=[CH:20][CH:19]=1.[OH-].[Na+]>ClCCl>[Br:17][C:18]1[CH:23]=[CH:22][C:21]([S:24]([NH:1][C:2]2[CH:6]=[CH:5][S:4][C:3]=2[C:7]([O:9][CH3:10])=[O:8])(=[O:26])=[O:25])=[CH:20][CH:19]=1 |f:3.4|. Reported procedure: To a solution of methyl 3-aminothiophene-2-carboxylate (2.98 g; 11.7 mmol) in anhydrous dichloromethane (32 mL) were added pyridine (1.54 mL; 19.0 mmol) and 4-bromobenzenesulfonyl chloride (1.49 g; 9.5 mmol) in one portion. The reaction mixture was heated at 45° C. for 71 hours, allowed to cool to room temperature, and then diluted with dichloromethane (100 mL). The resulting mixture was successively washed with aqueous hydrochloric acid (50 mL; 2N) and aqueous saturated sodium chloride (50 mL),... The reactants are C(C)C1=C(C2=C(S1)C=CC=C2)C(C2=CC(=C(C(=C2)C)OC)C)=O (2-ethyl-3-(3,5-dimethyl-4-methoxy-benzoyl)benzo[b]thiophene), Cl.N1=CC=CC=C1 (pyridine hydrochloride). Yields the product C(C)C1=C(C2=C(S1)C=CC=C2)C(C2=CC(=C(C(=C2)C)O)C)=O (2-ethyl-3-(3,5-dimethyl-4-hydroxy-benzoyl)-benzo[b]thiophene). RXN SMILES: [CH2:1]([C:3]1[S:7][C:6]2[CH:8]=[CH:9][CH:10]=[CH:11][C:5]=2[C:4]=1[C:12](=[O:23])[C:13]1[CH:18]=[C:17]([CH3:19])[C:16]([O:20]C)=[C:15]([CH3:22])[CH:14]=1)[CH3:2].Cl.N1C=CC=CC=1>>[CH2:1]([C:3]1[S:7][C:6]2[CH:8]=[CH:9][CH:10]=[CH:11][C:5]=2[C:4]=1[C:12](=[O:23])[C:13]1[CH:18]=[C:17]([CH3:19])[C:16]([OH:20])=[C:15]([CH3:22])[CH:14]=1)[CH3:2] |f:1.2|. Reported procedure: Into a half-litre flask equipped with a condenser, a mechanical stirrer and a thermometer, 25 g (0.777 mol) of 2-ethyl-3-(3,5-dimethyl-4-methoxy-benzoyl)benzo[b]thiophene were introduced with 125 g of pyridine hydrochloride. The reactants are CC(C(C)(C)O1)(C)OB1C2=CN=C(N3N=CC(C)=C3)N=C2, BrC1=CC2=C(C=C1)C=CN2. Reagents/catalysts: CC(C)(C)C1=CC=C(C=C1)C2=CC=C(C=C2)C(C)(C)C, C(=O)([O-])[O-].[Na+].[Na+], C1=CC=C(C=C1)P(C2=CC=CC=C2)C3=CC=CC=C3.C1=CC=C(C=C1)P(C2=CC=CC=C2)C3=CC=CC=C3.C1=CC=C(C=C1)P(C2=CC=CC=C2)C3=CC=CC=C3.C1=CC=C(C=C1)P(C2=CC=CC=C2)C3=CC=CC=C3.[Pd]. Run in COCCOC, O (water), COCCOC. Conditions: temperature 85 celsius, time 24 hour. The product is CC1=CN(N=C1)C2=NC=C(C3=CC4=C(C=C3)C=CN4)C=N2. Yield: 0.0%. Run at time 2 hour. The solvent is C(Cl)(Cl)Cl (CHCl3). Product: FC=1C=C(C=CC1F)C1N(C(N(C2=CC=CC=C12)CC1=CC=C(C=C1)OC)=O)C(NCCCN1CCC(CC1)(C1=C(C=CC=C1)C#N)C#N)=O (4-(3,4-Difluorophenyl)-1-(4-methoxybenzyl)-3-((4-cyano-4-(2-cyanophenyl)piperidin-1-yl)propylcarbamoyl)-3,4-dihydro-quinazolin-2-one). The reactants are FC=1C=C(C=CC1F)C1N(C(N(C2=CC=CC=C12)CC1=CC=C(C=C1)OC)=O)C(=O)OC1=CC=C(C=C1)[N+](=O)[O-] (4-(3,4-Difluorophenyl)-1-(4-methoxybenzyl)-3-(4-nitrophenoxycarbonyl)-3,4-dihydro-quinazolin-2-one), Cl.Cl.NCCCN1CCC(CC1)(C#N)C1=C(C=CC=C1)C#N (N-(3-Amino)propyl-4-(2-cyanophenyl)-4-cyanopiperidine Dihydrochloride), C(C)(C)N(CC)C(C)C (diisopropyl ethylamine). Reaction SMILES: [F:1][C:2]1[CH:3]=[C:4]([CH:9]2[C:18]3[C:13](=[CH:14][CH:15]=[CH:16][CH:17]=3)[N:12]([CH2:19][C:20]3[CH:25]=[CH:24][C:23]([O:26][CH3:27])=[CH:22][CH:21]=3)[C:11](=[O:28])[N:10]2[C:29](OC2C=CC([N+]([O-])=O)=CC=2)=[O:30])[CH:5]=[CH:6][C:7]=1[F:8].Cl.Cl.[NH2:43][CH2:44][CH2:45][CH2:46][N:47]1[CH2:52][CH2:51][C:50]([C:55]2[CH:60]=[CH:59][CH:58]=[CH:57][C:56]=2[C:61]#[N:62])([C:53]#[N:54])[CH2:49][CH2:48]1.C(N(C(C)C)CC)(C)C>C(Cl)(Cl)Cl>[F:1][C:2]1[CH:3]=[C:4]([CH:9]2[C:18]3[C:13](=[CH:14][CH:15]=[CH:16][CH:17]=3)[N:12]([CH2:19][C:20]3[CH:25]=[CH:24][C:23]([O:26][CH3:27])=[CH:22][CH:21]=3)[C:11](=[O:28])[N:10]2[C:29](=[O:30])[NH:43][CH2:44][CH2:45][CH2:46][N:47]2[CH2:48][CH2:49][C:50]([C:53]#[N:54])([C:55]3[CH:60]=[CH:59][CH:58]=[CH:57][C:56]=3[C:61]#[N:62])[CH2:51][CH2:52]2)[CH:5]=[CH:6][C:7]=1[F:8] |f:1.2.3|. Procedure details: To a solution of 11 (0.060 g, 0.109 mmol) in 10 ml of CHCl3 was added N-(3-amino)propyl-4-(2-cyanophenyl)-4-cyanopiperidine dihydrochloride (Example 1) and diisopropyl ethylamine (0.057 mL, 0.329 mmol). The resulting solution was stirred for 2 hours and the crude material purified by PCTLC (5% MeOH in CHCl3/2%NH4OH) affording the title compound. Reactants: C(C1=CC=CC=C1)N1C=CC2=C1N=CN=C2OC2=C(C=C(C=C2)NC(=S)NC(CC2=CC=CC=C2)=O)F (1-(4-(7-Benzyl-7H-pyrrolo[2,3-d]pyrimidin-4-yloxy)-3-fluorophenyl)-3-(2-phenylacetyl)thiourea), FC=1C=C(C=CC1OC1=C2C(=NC=C1)C=CS2)NC(=S)NC(CC2=CC=CC=C2)=O (N-(3-Fluoro-4-(thieno[3,2-b]pyridin-7-yloxy)phenylcarbamothioyl)-2-phenylacetamide), C1(=CC=CC=C1)C1(CC1)C(=O)N=C=S (1-phenylcyclopropanecarbonyl isothiocyanate). Product: FC=1C=C(C=CC1OC1=C2C(=NC=C1)C=CS2)NC(=S)NC(=O)C2(CC2)C2=CC=CC=C2 (N-(3-Fluoro-4-(thieno[3,2-b]pyridin-7-yloxy)phenylcarbamothioyl) 1-phenylcyclopropanecarboxamide). Isolated yield 41.0%. As a reaction SMILES: [CH2:1](N1C2N=CN=C(OC3C=CC(NC(NC(=O)CC4C=CC=CC=4)=S)=CC=3F)C=2C=C1)[C:2]1C=CC=CC=1.[F:38][C:39]1[CH:40]=[C:41]([NH:55][C:56]([NH:58][C:59](=[O:67])[CH2:60][C:61]2[CH:66]=[CH:65][CH:64]=[CH:63][CH:62]=2)=[S:57])[CH:42]=[CH:43][C:44]=1[O:45][C:46]1[CH:51]=[CH:50][N:49]=[C:48]2[CH:52]=[CH:53][S:54][C:47]=12.C1(C2(C(N=C=S)=O)CC2)C=CC=CC=1>>[F:38][C:39]1[CH:40]=[C:41]([NH:55][C:56]([NH:58][C:59]([C:60]2([C:61]3[CH:62]=[CH:63][CH:64]=[CH:65][CH:66]=3)[CH2:2][CH2:1]2)=[O:67])=[S:57])[CH:42]=[CH:43][C:44]=1[O:45][C:46]1[CH:51]=[CH:50][N:49]=[C:48]2[CH:52]=[CH:53][S:54][C:47]=12. Procedure: Starting from the amine 169 (scheme 33), following the procedures described above for the synthesis of compound 170a (example 133) but replacing 2-phenylacetyl isothiocyanate with 1-phenylcyclopropanecarbonyl isothiocyanate, title compound 192d was obtained in 41% yield. Characterization of 192d is provided in table 18.